From a dataset of the Open Reaction Database (ORD), a public repository of structured organic reaction records. describe an organic reaction: reactants, conditions, products, and yield As a reaction SMILES: [C:1]([O:4][CH2:5][CH:6]([C:12]1[CH:17]=[CH:16][C:15]([NH2:18])=[C:14](Br)[CH:13]=1)[CH2:7][O:8][C:9](=[O:11])[CH3:10])(=[O:3])[CH3:2].[C:20]1(B(O)O)[CH2:25][CH2:24][CH2:23][CH2:22][CH:21]=1>>[C:1]([O:4][CH2:5][CH:6]([C:12]1[CH:17]=[CH:16][C:15]([NH2:18])=[C:14]([C:20]2[CH2:25][CH2:24][CH2:23][CH2:22][CH:21]=2)[CH:13]=1)[CH2:7][O:8][C:9](=[O:11])[CH3:10])(=[O:3])[CH3:2]. Reactants: C(C)(=O)OCC(COC(C)=O)C1=CC(=C(C=C1)N)Br (acetic acid 3-acetoxy-2-(4-amino-3-bromo-phenyl)-propyl ester), C1(=CCCCC1)B(O)O (cyclohex-1-enyl boronic acid). The product is C(C)(=O)OCC(COC(C)=O)C1=CC(=C(C=C1)N)C1=CCCCC1 (Acetic acid 3-acetoxy-2-(4-amino-3-cyclohex-1-enyl-phenyl)-propyl ester). Procedure details: The title compound was prepared according to the Suzuki coupling procedure of Example 9, step (a) using acetic acid 3-acetoxy-2-(4-amino-3-bromo-phenyl)-propyl ester (as prepared above) and cyclohex-1-enyl boronic acid: Mass spectrum, (ESI, m/z): Calcd. for C19H25NO4, 332.1 (M+H). found 332.1. The reactants are [N+](=O)([O-])C1=C(C=CC(=C1)[N+](=O)[O-])NC1=C(C(=O)O)C=CC=C1 (2-(2,4-dinitrophenylamino) benzoic acid), [Cl-].[NH4+] (ammonium chloride), N (ammonia), [S-2].[Na+].[Na+] (sodium sulfide). The solvent is O (water), C(C)O (ethanol). Conditions: time 1 hour. The product is NC1=C(C=CC(=C1)[N+](=O)[O-])NC1=C(C(=O)O)C=CC=C1 (2-(2-amino-4-nitrophenylamino)benzoic acid). Isolated yield 67.1%. Reaction SMILES: [N+:1]([C:4]1[CH:9]=[C:8]([N+:10]([O-:12])=[O:11])[CH:7]=[CH:6][C:5]=1[NH:13][C:14]1[CH:22]=[CH:21][CH:20]=[CH:19][C:15]=1[C:16]([OH:18])=[O:17])([O-])=O.[Cl-].[NH4+].N.[S-2].[Na+].[Na+]>O.C(O)C>[NH2:1][C:4]1[CH:9]=[C:8]([N+:10]([O-:12])=[O:11])[CH:7]=[CH:6][C:5]=1[NH:13][C:14]1[CH:22]=[CH:21][CH:20]=[CH:19][C:15]=1[C:16]([OH:18])=[O:17] |f:1.2,4.5.6|. Procedure: 1.80 g (6 mmol) of 2-(2,4-dinitrophenylamino) benzoic acid, 2.66 g (42.6 mmol) of ammonium chloride, 2.4 ml of ammonia, concentrated, 52 ml of ethanol, and 21 ml of distilled water are combined at an internal temperature of 78° C. (bath temperature 90° C.). To this batch is added, in 3 portions, 4.44 g (20 mmol) of sodium sulfide (35% strength) and the mixture is stirred for one hour. The batch is suctioned off at room temperature and washed in succession with water and ether. The filtrate is co... Procedure details: In a pressure vessel a mixture of 18 (1.00 g, 2.6 mmol, 1 eq) and pyridiniumhydrochloride (1.75 g, 15.1 mmol, 5.8 eq) was heated to 210° C. under an inert atmosphere and vigorously stirred at this temperature over a three days period. The mixture was allowed to cool down to room temperature. The solidified melt was dissolved in chloroform (50 mL) and water (50 mL) and treated in an ultrasonic bath for 5 minutes. The layers were separated and the aqueous layer was extracted with chloroform (3×50 ... The solvent is C(Cl)(Cl)Cl (chloroform). Conditions: temperature 210 celsius, time 3 day. Yields the product C1=CC=CC=2C=CC=3C(=C4C=CC5=C(C4=NC3C21)C=CC=C5)C5=CC=C(C=C5)O (4-(dibenzo[c,h]acridin-7-yl)phenol). Starting materials: COC1=CC=C(C=C1)C1=C2C=CC3=C(C2=NC=2C4=C(C=CC12)C=CC=C4)C=CC=C3 (7-(4-methoxyphenyl)dibenzo[c,h]acridine), Cl.[NH+]1=CC=CC=C1 (pyridiniumhydrochloride), O (water). RXN SMILES: C[O:2][C:3]1[CH:8]=[CH:7][C:6]([C:9]2[C:22]3[CH:21]=[CH:20][C:19]4[CH:23]=[CH:24][CH:25]=[CH:26][C:18]=4[C:17]=3[N:16]=[C:15]3[C:10]=2[CH:11]=[CH:12][C:13]2[CH:30]=[CH:29][CH:28]=[CH:27][C:14]=23)=[CH:5][CH:4]=1.Cl.[NH+]1C=CC=CC=1.O>C(Cl)(Cl)Cl>[CH:27]1[C:14]2[C:15]3[N:16]=[C:17]4[C:22]([CH:21]=[CH:20][C:19]5[CH:23]=[CH:24][CH:25]=[CH:26][C:18]=54)=[C:9]([C:6]4[CH:5]=[CH:4][C:3]([OH:2])=[CH:8][CH:7]=4)[C:10]=3[CH:11]=[CH:12][C:13]=2[CH:30]=[CH:29][CH:28]=1 |f:1.2|.